Task: describe an organic reaction: reactants, conditions, products, and yield. Dataset: the Open Reaction Database (ORD), a public repository of structured organic reaction records Reactants: C(CCC)[Li] (n-butyllithium), C(C)(C)NC(C)C (diisopropylamine), C(=O)OCC (ethyl formate), Cl (hydrochloric acid), COC=1C=C(C=CC#N)C=C(C1O)OC (3,5-dimethoxy-4-hydroxycinnamonitrile). Run in O1CCCC1 (tetrahydrofuran), O1CCCC1 (tetrahydrofuran). Reaction conditions: time 15 minute. The product is C(=O)C(C#N)=CC1=CC(=C(C(=C1)OC)O)OC (α-formyl-3,5-dimethoxy-4-hydroxycinnamonitrile). The yield is 43.6%. RXN SMILES: C([Li])CCC.C(NC(C)C)(C)C.[CH3:13][O:14][C:15]1[CH:16]=[C:17]([CH:22]=[C:23]([O:26][CH3:27])[C:24]=1[OH:25])[CH:18]=[CH:19][C:20]#[N:21].[CH:28](OCC)=[O:29].Cl>O1CCCC1>[CH:28]([C:19](=[CH:18][C:17]1[CH:22]=[C:23]([O:26][CH3:27])[C:24]([OH:25])=[C:15]([O:14][CH3:13])[CH:16]=1)[C:20]#[N:21])=[O:29]. Reported procedure: A 4.0 ml of n-butyllithium (1.6M) was added to a tetrahydrofuran (20 ml) solution of diisopropylamine (0.9 ml) at -70° C. under nitrogen atmosphere. After 15 minutes, to the solution was added a tetrahydrofuran (8 ml) solution of 1.24 g of 3,5-dimethoxy-4-hydroxycinnamonitrile at -60° C. or less, and the solution was stirred for 1 hour. A 0.7 ml of ethyl formate was added to the solution, and the mixture was further stirred for 1 hour. A 1N hydrochloric acid was added to the mixture and a temper... The reactants are CC(C)N=C=NC(C)C, Cn1cc(C#Cc2ccc(NC(=O)C3COCCN3C(=O)C(N)c3ccccc3)cc2)c(-c2cc(Cl)ccc2O)n1, ClCCl, O=C(O)C1CC1. The product is Cn1cc(C#Cc2ccc(NC(=O)C3COCCN3C(=O)C(NC(=O)C3CC3)c3ccccc3)cc2)c(-c2cc(Cl)ccc2O)n1. Reaction SMILES: [CH:48]([N:49]=[C:50]=[N:51][CH:52]([CH3:53])[CH3:54])([CH3:55])[CH3:56].[Cl:1][c:2]1[cH:3][cH:4][c:5]([OH:41])[c:6](-[c:8]2[n:9][n:10]([CH3:40])[cH:11][c:12]2[C:13]#[C:14][c:15]2[cH:16][cH:17][c:18]([NH:21][C:22](=[O:23])[CH:24]3[CH2:25][O:26][CH2:27][CH2:28][N:29]3[C:30]([CH:31]([c:32]3[cH:33][cH:34][cH:35][cH:36][cH:37]3)[NH2:38])=[O:39])[cH:19][cH:20]2)[cH:7]1.[Cl:57][CH2:58][Cl:59].[OH:42][C:43](=[O:44])[CH:45]1[CH2:46][CH2:47]1>>[Cl:1][c:2]1[cH:3][cH:4][c:5]([OH:41])[c:6](-[c:8]2[n:9][n:10]([CH3:40])[cH:11][c:12]2[C:13]#[C:14][c:15]2[cH:16][cH:17][c:18]([NH:21][C:22](=[O:23])[CH:24]3[CH2:25][O:26][CH2:27][CH2:28][N:29]3[C:30]([CH:31]([c:32]3[cH:33][cH:34][cH:35][cH:36][cH:37]3)[NH:38][C:43](=[O:42])[CH:45]3[CH2:46][CH2:47]3)=[O:39])[cH:19][cH:20]2)[cH:7]1. Starting materials: Cc1ccccc1C(=CCOCCN1CCCC(C(=O)O)C1)c1ccccc1C, CCOC(C)=O, CC(C)=O, CO, Cl, [H][H]. Yields the product Cc1ccccc1C(CCOCCN1CCCC(C(=O)O)C1)c1ccccc1C, Cl. RXN SMILES: [CH3:2][c:3]1[c:4]([C:9](=[CH:10][CH2:11][O:12][CH2:13][CH2:14][N:15]2[CH2:16][CH:17]([C:21](=[O:22])[OH:23])[CH2:18][CH2:19][CH2:20]2)[c:24]2[c:25]([CH3:30])[cH:26][cH:27][cH:28][cH:29]2)[cH:5][cH:6][cH:7][cH:8]1.[CH3:33][CH2:34][O:35][C:36](=[O:37])[CH3:38].[CH3:39][C:40](=[O:41])[CH3:42].[CH3:43][OH:44].[ClH:1].[H:31][H:32]>>[CH3:2][c:3]1[c:4]([CH:9]([CH2:10][CH2:11][O:12][CH2:13][CH2:14][N:15]2[CH2:16][CH:17]([C:21](=[O:22])[OH:23])[CH2:18][CH2:19][CH2:20]2)[c:24]2[c:25]([CH3:30])[cH:26][cH:27][cH:28][cH:29]2)[cH:5][cH:6][cH:7][cH:8]1.[ClH:1]. Starting materials: [C-]#N.[K+] (potassium cyanide), Cl.N12CC(C(CC1)CC2)=O (1-azabicyclo[2.2.2]-octan-3-one hydrochloride). The solvent is O (water), O (water). Reaction conditions: time 3 hour. Yields the product C(#N)C1(CN2CCC1CC2)O (3-cyano-3-hydroxy-1-azabicyclo[2.2.2]octane). As a reaction SMILES: [C-:1]#[N:2].[K+].Cl.[N:5]12[CH2:12][CH2:11][CH:8]([CH2:9][CH2:10]1)[C:7](=[O:13])[CH2:6]2>O>[C:1]([C:7]1([OH:13])[CH:8]2[CH2:11][CH2:12][N:5]([CH2:10][CH2:9]2)[CH2:6]1)#[N:2] |f:0.1,2.3|. Reported procedure: A solution of potassium cyanide (10.15 g, 0.156 mol) in water (31.25 ml) was added dropwise to a solution of 1-azabicyclo[2.2.2]-octan-3-one hydrochloride (25.0 g, 0.155 mol) in water (31.25 ml) at 0°-5°. Following the addition, the reaction mixture was stirred for 3 h and then filtered. The solid was washed with ice-cold water (2×15 ml) and was then dried over phosphorus pentoxide overnight, m.p. 155°-156°. Recrystallisation of a 1 g sample from dioxane gave pure 3-cyano-3-hydroxy-1-azabicyclo[... Reactants: Fc1ccc(Oc2cc3cn[nH]c3cc2Br)c(F)c1, CC(C)CBr, [K+], [K+], O=C([O-])[O-], CN(C)C=O. Yields the product CC(C)Cn1ncc2cc(Oc3ccc(F)cc3F)c(Br)cc21. Reaction SMILES: [Br:1][c:2]1[c:3]([O:11][c:12]2[c:13]([F:19])[cH:14][c:15]([F:18])[cH:16][cH:17]2)[cH:4][c:5]2[cH:6][n:7][nH:8][c:9]2[cH:10]1.[CH2:26]([CH:27]([CH3:28])[CH3:29])[Br:30].[K+:20].[K+:21].[O-:22][C:23]([O-:24])=[O:25].[O:31]=[CH:32][N:33]([CH3:34])[CH3:35]>>[Br:1][c:2]1[c:3]([O:11][c:12]2[c:13]([F:19])[cH:14][c:15]([F:18])[cH:16][cH:17]2)[cH:4][c:5]2[cH:6][n:7][n:8]([CH2:26][CH:27]([CH3:28])[CH3:29])[c:9]2[cH:10]1. The reactants are compound 25, FC1=CC(=C(C(=O)N2CCC(CC2)C2=CC=C(C#N)C=C2)C=C1C1=NN=C(N1)C)C (4-(1-(4-fluoro-2-methyl-5-(5-methyl-4H-1,2,4-triazol-3-yl)benzoyl)piperidin-4-yl)benzonitrile), FC1=CC(=C(C(=O)N2CCC(CC2)C2=CC=C(C#N)C=C2)C=C1C1=NN=C(N1)C)C (4-(1-(4-fluoro-2-methyl-5-(5-methyl-4H-1,2,4-triazol-3-yl)benzoyl)piperidin-4-yl)benzonitrile), CC=1NC(=C(N1)C)C=1C=C(C(=O)N2CCC(CC2)C2=CC=C(C#N)C=C2)C=CC1F (4-(1-(3-(2,4-dimethyl-1H-imidazol-5-yl)-4-fluorobenzoyl)piperidin-4-yl)benzonitrile), N1CCCCC1 (piperidine). The product is CC1=C(C(=O)N2CCC(CC2)C2=CC=C(C#N)C=C2)C=C(C(=C1)N1CCCCC1)C1=NN=C(N1)C (4-(1-(2-Methyl-5-(5-methyl-4H-1,2,4-triazol-3-yl)-4-(piperidin-1-yl)benzoyl)piperidin-4-yl)benzonitrile). As a reaction SMILES: F[C:2]1[C:23]([C:24]2[NH:28][C:27]([CH3:29])=[N:26][N:25]=2)=[CH:22][C:5]([C:6]([N:8]2[CH2:13][CH2:12][CH:11]([C:14]3[CH:21]=[CH:20][C:17]([C:18]#[N:19])=[CH:16][CH:15]=3)[CH2:10][CH2:9]2)=[O:7])=[C:4]([CH3:30])[CH:3]=1.CC1NC(C2C=C(C=CC=2F)C([N:43]2[CH2:48][CH2:47][CH:46](C3C=CC(C#N)=CC=3)[CH2:45][CH2:44]2)=O)=C(C)N=1.N1CCCCC1>>[CH3:30][C:4]1[CH:3]=[C:2]([N:43]2[CH2:48][CH2:47][CH2:46][CH2:45][CH2:44]2)[C:23]([C:24]2[NH:28][C:27]([CH3:29])=[N:26][N:25]=2)=[CH:22][C:5]=1[C:6]([N:8]1[CH2:9][CH2:10][CH:11]([C:14]2[CH:21]=[CH:20][C:17]([C:18]#[N:19])=[CH:16][CH:15]=2)[CH2:12][CH2:13]1)=[O:7]. Procedure details: The title compound was prepared using standard chemical manipulations and procedures similar to those used for the preparation of compound 25, except 4-(1-(4-fluoro-2-methyl-5-(5-methyl-4H-1,2,4-triazol-3-yl)benzoyl)piperidin-4-yl)benzonitrile (compound 101.4) was used in place of 4-(1-(3-(2,4-dimethyl-1H-imidazol-5-yl)-4-fluorobenzoyl)piperidin-4-yl)benzonitrile (compound 25.1) and piperidine was used in place of azetidine hydrochloride. m/z (ES+) 469 (M+H)+.